From a dataset of the Open Reaction Database (ORD), a public repository of structured organic reaction records. describe an organic reaction: reactants, conditions, products, and yield The reactants are [Na+].[I-] (NaI), ClCCN(C(OC(C)(C)C)=O)CCCl (tert-butyl bis-(2-chloroethyl)carbamate), ClC=1C=C(C=CC1Cl)CC#N (2-(3,4-dichlorophenyl)acetonitrile), C1COCCOCCOCCOCCO1 (15-crown-5), [H-].[Na+] (NaH), [NH4+].[Cl-] (NH4Cl). Solvent: CN(C)C=O (DMF), CN(C)C=O (DMF). Reaction conditions: time 35 minute. The product is C(#N)C1(CCN(CC1)C(=O)OC(C)(C)C)C1=CC(=C(C=C1)Cl)Cl (tert-butyl 4-cyano-4-(3,4-dichlorophenyl)piperidine-1-carboxylate). Isolated yield 68.0%. Reaction SMILES: [Cl:1][C:2]1[CH:3]=[C:4]([CH2:9][C:10]#[N:11])[CH:5]=[CH:6][C:7]=1[Cl:8].C1OCCOCCOCCOCCOC1.[H-].[Na+].[Na+].[I-].Cl[CH2:32][CH2:33][N:34]([CH2:42][CH2:43]Cl)[C:35](=[O:41])[O:36][C:37]([CH3:40])([CH3:39])[CH3:38].[NH4+].[Cl-]>CN(C=O)C>[C:10]([C:9]1([C:4]2[CH:5]=[CH:6][C:7]([Cl:8])=[C:2]([Cl:1])[CH:3]=2)[CH2:43][CH2:42][N:34]([C:35]([O:36][C:37]([CH3:39])([CH3:38])[CH3:40])=[O:41])[CH2:33][CH2:32]1)#[N:11] |f:2.3,4.5,7.8|. Reported procedure: To a stirred solution of 2-(3,4-dichlorophenyl)acetonitrile (3.50 g, 18.8 mmol, CASRN 3218-49-3) and 15-crown-5 (0.414 g, 1.88 mmol) in DMF (75 mL) at 0° C. under nitrogen was added NaH (1.88 g, 47.0 mmol, 60% mineral oil dispersion) in 2 portions. The reaction mixture was warmed to RT and stirred 35 min then re-cooled to 0° C. NaI (2.82 g, 18.8 mmol) was added followed by a solution of freshly prepared tert-butyl bis-(2-chloroethyl)carbamate (4.56 g, 18.8 mmol) in DMF (10 mL) via syringe. The r... Reactants: C([O-])([O-])=O.[Cs+].[Cs+] (cesium carbonate), C[C@H]1NCCNC1 (2(R)-methyl piperazine), BrC=1SC=CN1 (2-bromo thiazole), C1(=C(C=CC=C1)P(C(C)(C)C)C(C)(C)C)C1=CC=CC=C1 (2-biphenylyldi-tert-butylphosphine). Reagents/catalysts: C(C)(=O)[O-].[Pd+2].C(C)(=O)[O-] (palladium acetate). Solvent: O1CCOCC1 (dioxane). The product is CC1CN(CCN1)C=1SC=CN1 (3-methyl-1-thiazol-2-yl-piperazine). The yield is 26.4%. RXN SMILES: [CH3:1][C@@H:2]1[CH2:7][NH:6][CH2:5][CH2:4][NH:3]1.Br[C:9]1[S:10][CH:11]=[CH:12][N:13]=1.C1(C2C=CC=CC=2)C=CC=CC=1P(C(C)(C)C)C(C)(C)C.C(=O)([O-])[O-].[Cs+].[Cs+]>O1CCOCC1.C([O-])(=O)C.[Pd+2].C([O-])(=O)C>[CH3:1][CH:2]1[NH:3][CH2:4][CH2:5][N:6]([C:9]2[S:10][CH:11]=[CH:12][N:13]=2)[CH2:7]1 |f:3.4.5,7.8.9|. Reported procedure: A mixture of 2(R)-methyl piperazine (300 mg, 3 mmol), 2-bromo thiazole (0.27 ml, 3 mmol), (2-biphenylyldi-tert-butylphosphine (134 mg, 0.449 mmol), palladium acetate (101 mg, 0.45 mmol), and cesium carbonate (1.46 g, 4.49 mmol) in dioxane 25 ml (v/v 5/1) was kept at reflux temperature for 2 hours, then cooled to room temperature, then filtered through celite, then concentrated and then purified by chromatography eluting with 12% MeOH/MeCl2/NH4OH to yield the product as a white solid (145 mg, 26%...